Dataset: the Open Reaction Database (ORD), a public repository of structured organic reaction records. Task: describe an organic reaction: reactants, conditions, products, and yield The reactants are CO, CCc1c(Cl)ccc(NC(C)=O)c1F, Cl. Yields the product CCc1c(Cl)ccc(N)c1F. Reaction SMILES: [CH3:16][OH:17].[Cl:1][c:2]1[c:3]([CH2:13][CH3:14])[c:4]([F:12])[c:5]([NH:8][C:9](=[O:10])[CH3:11])[cH:6][cH:7]1.[ClH:15]>>[Cl:1][c:2]1[c:3]([CH2:13][CH3:14])[c:4]([F:12])[c:5]([NH2:8])[cH:6][cH:7]1.